The task is: describe an organic reaction: reactants, conditions, products, and yield. This data is from the Open Reaction Database (ORD), a public repository of structured organic reaction records. Starting materials: C(C)(C)(C)OC(C(C)(C)SC=1SC=C(N1)CCNC1=NC=C(C=N1)Br)=O (2-[(4-{2-[(5-bromopyrimidin-2-yl)amino]ethyl}-1,3-thiazol-2-yl)thio]-2-methylpropionic acid tert-butyl ester), FC(C(=O)O)(F)F (trifluoroacetic acid), C1(=CC=CC=C1)B(O)O (phenylboronic acid). Solvent: ClCCl (dichloromethane). Conditions: time 12 hour. Yields the product FC(C(=O)O)(F)F.CC(C(=O)O)(C)SC=1SC=C(N1)CCNC1=NC=C(C=N1)C1=CC=CC=C1 (2-methyl-2-[(4-{2-[(5-phenylpyrimidin-2-yl)amino]ethyl}-1,3-thiazol-2-yl)thio]propionic acid trifluoroacetate). Reaction SMILES: C([O:5][C:6](=[O:26])[C:7]([S:10][C:11]1[S:12][CH:13]=[C:14]([CH2:16][CH2:17][NH:18][C:19]2[N:24]=[CH:23][C:22](Br)=[CH:21][N:20]=2)[N:15]=1)([CH3:9])[CH3:8])(C)(C)C.[C:27]1(B(O)O)[CH:32]=[CH:31][CH:30]=[CH:29][CH:28]=1.[F:36][C:37]([F:42])([F:41])[C:38]([OH:40])=[O:39]>ClCCl>[F:36][C:37]([F:42])([F:41])[C:38]([OH:40])=[O:39].[CH3:9][C:7]([S:10][C:11]1[S:12][CH:13]=[C:14]([CH2:16][CH2:17][NH:18][C:19]2[N:20]=[CH:21][C:22]([C:27]3[CH:32]=[CH:31][CH:30]=[CH:29][CH:28]=3)=[CH:23][N:24]=2)[N:15]=1)([CH3:8])[C:6]([OH:5])=[O:26] |f:4.5|. Procedure details: The compound obtained using 2-[(4-{2-[(5-bromopyrimidin-2-yl)amino]ethyl}-1,3-thiazol-2-yl)thio]-2-methylpropionic acid tert-butyl ester synthesized in Example 162-1 and phenylboronic acid as starting materials and by an operation similar to that of Example 162-2 was treated with dichloromethane and trifluoroacetic acid, and the mixture was stirred at room temperature for 12 hr. The reaction mixture was concentrated under reduced pressure, and the obtained solid was triturated and washed with he... The reactants are C(C)(C)(C)OC(=O)N1CCC(CC1)COCC1=CC=C(C=C1)F (1-t-butoxycarbonyl-4-(4-fluorobenzyloxymethyl)piperidine), C(=O)(C(F)(F)F)O (TFA), OS(=O)(=O)O (H2SO4). Run in O (H2O). Reaction conditions: time 2 hour. The product is FC1=CC=C(COCC2CCNCC2)C=C1 (4-(4-Fluorobenzyloxymethyl)piperidine). RXN SMILES: C(OC([N:8]1[CH2:13][CH2:12][CH:11]([CH2:14][O:15][CH2:16][C:17]2[CH:22]=[CH:21][C:20]([F:23])=[CH:19][CH:18]=2)[CH2:10][CH2:9]1)=O)(C)(C)C.C(O)(C(F)(F)F)=O.OS(O)(=O)=O>O>[F:23][C:20]1[CH:19]=[CH:18][C:17]([CH2:16][O:15][CH2:14][CH:11]2[CH2:12][CH2:13][NH:8][CH2:9][CH2:10]2)=[CH:22][CH:21]=1. Procedure: To a solution of 0.89 g (2.35 mmol) of 1-t-butoxycarbonyl-4-(4-fluorobenzyloxymethyl)piperidine in 8 mL of H2O at rt was added 2 mL of TFA and the reaction mixture was stirred for 2 h. To the reaction mixture was added 50 mL of 0.5N H2SO4. After stirring vigorously for 5 min, the mixture was was washed with CH2Cl2. The aqueous fraction was made basic with solid K2CO3 and extracted with CH2Cl2. The combined organic fractions were washed with sat'd NaCl solution, dried over MgSO4 and filtered. The... Starting materials: COC(=O)CCCC(=O)Cl, CC#N, Nc1ccc([N+](=O)[O-])cc1[N+](=O)[O-]. Yields the product COC(=O)CCCC(=O)Nc1ccc([N+](=O)[O-])cc1[N+](=O)[O-]. Reaction SMILES: [CH3:14][O:15][C:16]([CH2:17][CH2:18][CH2:19][C:20](=[O:21])[Cl:22])=[O:23].[CH3:24][C:25]#[N:26].[NH2:1][c:2]1[cH:3][cH:4][c:5]([N+:11]([O-:12])=[O:13])[cH:6][c:7]1[N+:8]([O-:9])=[O:10]>>[NH:1]([c:2]1[cH:3][cH:4][c:5]([N+:11]([O-:12])=[O:13])[cH:6][c:7]1[N+:8]([O-:9])=[O:10])[C:20]([CH2:19][CH2:18][CH2:17][C:16]([O:15][CH3:14])=[O:23])=[O:21]. The reactants are ClC1=NC(=CC(=N1)Cl)N1CCCC1 (2,4-dichloro-6-pyrrolidinopyrimidine), 3.95, N1CCNCC1 (piperazine). Solvent: C(C)O (ethanol). Product: ClC1=NC(=NC(=C1)N1CCCC1)N1CCNCC1 (4-chloro-2-(1-piperazinyl)-6-pyrrolidinopyrimidine). Reaction SMILES: Cl[C:2]1[N:7]=[C:6]([Cl:8])[CH:5]=[C:4]([N:9]2[CH2:13][CH2:12][CH2:11][CH2:10]2)[N:3]=1.[NH:14]1[CH2:19][CH2:18][NH:17][CH2:16][CH2:15]1>C(O)C>[Cl:8][C:6]1[CH:5]=[C:4]([N:9]2[CH2:13][CH2:12][CH2:11][CH2:10]2)[N:3]=[C:2]([N:14]2[CH2:19][CH2:18][NH:17][CH2:16][CH2:15]2)[N:7]=1. Reported procedure: A solution containing 2.0 g (9.17 mmoles) of 2,4-dichloro-6-pyrrolidinopyrimidine and 3.95 (45.9 mmoles) of piperazine in ethanol is boiled under reflux for 1 hour and then evaporated. The evaporation residue is distributed between 100 ml of chloroform and 100 ml of 1% sodium hydroxide solution. After separation the organic phase is washed twice with 50 ml of water each, then dried and evaporated. The evaporation residue is subjected to chromatography on a silica gel column. By using a 9:1 mixtu... The solvent is C(Cl)Cl (CH2Cl2), C1(=CC=CC=C1)C (toluene). Yields the product C1=C(C=CC=2OC3=C(C21)C=CC=C3)CC3=C(N=C(C2=CC(=C(C=C32)OC)OC)CCC)O (4-(dibenzo[b,d]furan-2-ylmethyl)-6,7-dimethoxy-1-propylisoquinolin-3-ol). Yield: 8.0%. Reaction SMILES: [CH3:1][O:2][C:3]1[CH:4]=[C:5]2[C:10](=[CH:11][C:12]=1[O:13][CH3:14])[C:9]([CH2:15][CH2:16][CH3:17])=[N:8][C:7]([OH:18])=[CH:6]2.[OH-].[K+].Cl[CH2:22][C:23]1[CH:35]=[CH:34][C:26]2[O:27][C:28]3[CH:33]=[CH:32][CH:31]=[CH:30][C:29]=3[C:25]=2[CH:24]=1>C1(C)C=CC=CC=1.C(Cl)Cl>[CH:24]1[C:25]2[C:29]3[CH:30]=[CH:31][CH:32]=[CH:33][C:28]=3[O:27][C:26]=2[CH:34]=[CH:35][C:23]=1[CH2:22][C:6]1[C:5]2[C:10](=[CH:11][C:12]([O:13][CH3:14])=[C:3]([O:2][CH3:1])[CH:4]=2)[C:9]([CH2:15][CH2:16][CH3:17])=[N:8][C:7]=1[OH:18] |f:1.2|. Reported procedure: To a solution of 6,7-dimethoxy-1-propylisoquinolin-3-ol RBO 35142 (75 mg, 303 μmol) in toluene (10 mL) in a 20 mL microwave vial equipped with a magnetic stirrer was added a 2 N aq. KOH solution (0.15 mL, 0.30 mmol) at RT followed by 2-(chloromethyl)dibenzo[b,d]furan CCH 34116-2 (70 mg, 323 μmol) and the mixture was stirred at 150° C. for 1.5 h under microwave irradiation. After cooling to RT, the mixture was diluted with CH2Cl2:MeOH=9:1 (50 mL), washed with brine (10 mL), dried over Na2SO4, fil... The reactants are ClCC1=CC2=C(OC3=C2C=CC=C3)C=C1 (2-(chloromethyl)dibenzo[b,d]furan), COC=1C=C2C=C(N=C(C2=CC1OC)CCC)O (6,7-dimethoxy-1-propylisoquinolin-3-ol), COC=1C=C2C=C(N=C(C2=CC1OC)CCC)O (6,7-Dimethoxy-1-propylisoquinolin-3-ol), [OH-].[K+] (KOH), 34116-2. Conditions: temperature 150 celsius, time 1.5 hour. Reaction SMILES: [CH2:27]1[CH2:28][CH2:29][C:30]2=[N:35][CH2:34][CH2:33][CH2:32][N:31]2[CH2:36][CH2:37]1.[Cl:10][C:11]([C:12](=[O:13])[NH:14][c:15]1[c:16]2[cH:17][cH:18][n:19][cH:20][c:21]2[cH:22][cH:23][cH:24]1)([Cl:25])[Cl:26].[F:1][c:2]1[cH:3][cH:4][c:5]([CH2:6][NH2:7])[cH:8][cH:9]1>>[F:1][c:2]1[cH:3][cH:4][c:5]([CH2:6][NH:7][C:12](=[O:13])[NH:14][c:15]2[c:16]3[cH:17][cH:18][n:19][cH:20][c:21]3[cH:22][cH:23][cH:24]2)[cH:8][cH:9]1. Starting materials: C1CCC2=NCCCN2CC1, O=C(Nc1cccc2cnccc12)C(Cl)(Cl)Cl, NCc1ccc(F)cc1. The product is O=C(NCc1ccc(F)cc1)Nc1cccc2cnccc12. The reactants are COc1ccc(N=C=O)cc1, Nc1ccc2nc(NC3CCc4ccccc43)ccc2c1. Yields the product COc1ccc(NC(=O)Nc2ccc3nc(NC4CCc5ccccc54)ccc3c2)cc1. Reaction SMILES: [CH3:22][O:23][c:24]1[cH:25][cH:26][c:27]([N:30]=[C:31]=[O:32])[cH:28][cH:29]1.[CH:1]1([NH:10][c:11]2[n:12][c:13]3[cH:14][cH:15][c:16]([NH2:21])[cH:17][c:18]3[cH:19][cH:20]2)[CH2:2][CH2:3][c:4]2[cH:5][cH:6][cH:7][cH:8][c:9]21>>[CH:1]1([NH:10][c:11]2[n:12][c:13]3[cH:14][cH:15][c:16]([NH:21][C:31]([NH:30][c:27]4[cH:26][cH:25][c:24]([O:23][CH3:22])[cH:29][cH:28]4)=[O:32])[cH:17][c:18]3[cH:19][cH:20]2)[CH2:2][CH2:3][c:4]2[cH:5][cH:6][cH:7][cH:8][c:9]21. Reactants: C(C)(C)(C)OC(=O)[C@H]1N([C@H](SC1)C1=CC=CC=C1)C(CNC(NC=1C=C(C=CC1)CCC(=O)OCC)=O)=O (ethyl (2R,4R)-3-{3-{3-[2-(4-tert-butoxycarbonyl-2-phenyl-3-thiazolidinyl)-2-oxoethyl]ureido}phenyl}propionate), [OH-].[Li+] (lithium hydroxide). Yields the product C(C)(C)(C)OC(=O)[C@H]1N([C@H](SC1)C1=CC=CC=C1)C(CNC(NC=1C=C(C=CC1)CCC(=O)O)=O)=O ((2R,4R)-3-{3-{3-[2-(4-tert-butoxycarbonyl-2-phenyl-3-thiazolidinyl)-2-oxoethyl]ureido}phenyl}propionic acid). Yield: 10.5%. Reaction SMILES: [C:1]([O:5][C:6]([C@@H:8]1[CH2:12][S:11][C@H:10]([C:13]2[CH:18]=[CH:17][CH:16]=[CH:15][CH:14]=2)[N:9]1[C:19](=[O:38])[CH2:20][NH:21][C:22](=[O:37])[NH:23][C:24]1[CH:25]=[C:26]([CH2:30][CH2:31][C:32]([O:34]CC)=[O:33])[CH:27]=[CH:28][CH:29]=1)=[O:7])([CH3:4])([CH3:3])[CH3:2].[OH-].[Li+]>>[C:1]([O:5][C:6]([C@@H:8]1[CH2:12][S:11][C@H:10]([C:13]2[CH:14]=[CH:15][CH:16]=[CH:17][CH:18]=2)[N:9]1[C:19](=[O:38])[CH2:20][NH:21][C:22](=[O:37])[NH:23][C:24]1[CH:25]=[C:26]([CH2:30][CH2:31][C:32]([OH:34])=[O:33])[CH:27]=[CH:28][CH:29]=1)=[O:7])([CH3:4])([CH3:2])[CH3:3] |f:1.2|. Procedure: The operation is carried out in a fashion similar to that described in Example 39, but starting from 2.5 g of ethyl (2R,4R)-3-{3-{3-[2-(4-tert-butoxycarbonyl-2-phenyl-3-thiazolidinyl)-2-oxoethyl]ureido}phenyl}propionate and 0.2 g of lithium hydroxide. The crude product is purified by chromatography on silica [eluent: ethyl acetate/methanol (90/10 by volume)]. The fractions containing the expected product are combined and concentrated to dryness under reduced pressure at 40° C. 0.25 g of (2R,4R)-...